describe an organic reaction: reactants, conditions, products, and yield From a dataset of the Open Reaction Database (ORD), a public repository of structured organic reaction records. Starting materials: step-ii, FC=1C=C(CN2N=C(C(=C2C)B2OC(C(O2)(C)C)(C)C)C)C=CC1 (1-(3-fluoro benzyl)-3,5-dimethyl-4-(4,4,5,5-tetramethyl-1,3,2-dioxaborolan-2-yl)-1H-pyrazole), FC=1C=C(CN2N=C(C(=C2C)B2OC(C(O2)(C)C)(C)C)C)C=CC1 (1-(3-fluoro benzyl)-3,5-dimethyl-4-(4,4,5,5-tetramethyl-1,3,2-dioxaborolan-2-yl)-1H-pyrazole), IC1=CN(C2=NC=C(C=C21)C2=CC=C(C=C2)N2CCOCC2)S(=O)(=O)C2=CC=C(C)C=C2 (4-(4-(3-iodo-1-tosyl-1H-pyrrolo[2,3-b]pyridin-5-yl)phenyl)morpholine), IC1=CN(C2=NC=C(C=C21)C2=CC=C(C=C2)N2CCOCC2)S(=O)(=O)C2=CC=C(C)C=C2 (4-(4-(3-iodo-1-tosyl-1H-pyrrolo[2,3-b]pyridin-5-yl)phenyl)morpholine), C([O-])([O-])=O.[Na+].[Na+] (sodium carbonate). The reagents and catalysts are Cl[Pd]([P](C1=CC=CC=C1)(C2=CC=CC=C2)C3=CC=CC=C3)([P](C4=CC=CC=C4)(C5=CC=CC=C5)C6=CC=CC=C6)Cl (Pd(PPh3)2Cl2). Solvent: C1(=CC=CC=C1)C.C(C)O.O (Toluene ethanol water). Yields the product FC=1C=C(CN2N=C(C(=C2C)C2=CN(C3=NC=C(C=C32)C3=CC=C(C=C3)N3CCOCC3)S(=O)(=O)C3=CC=C(C)C=C3)C)C=CC1 (4-(4-(3-(1-(3-fluorobenzyl)-3,5-dimethyl-1H-pyrazol-4-yl)-1-tosyl-1H-pyrrolo[2,3-b]pyridin-5-yl)phenyl) morpholine). The yield is 58.7%. RXN SMILES: I[C:2]1[C:10]2[C:5](=[N:6][CH:7]=[C:8]([C:11]3[CH:16]=[CH:15][C:14]([N:17]4[CH2:22][CH2:21][O:20][CH2:19][CH2:18]4)=[CH:13][CH:12]=3)[CH:9]=2)[N:4]([S:23]([C:26]2[CH:32]=[CH:31][C:29]([CH3:30])=[CH:28][CH:27]=2)(=[O:25])=[O:24])[CH:3]=1.[F:33][C:34]1[CH:35]=[C:36]([CH:54]=[CH:55][CH:56]=1)[CH2:37][N:38]1[C:42]([CH3:43])=[C:41](B2OC(C)(C)C(C)(C)O2)[C:40]([CH3:53])=[N:39]1.C(=O)([O-])[O-].[Na+].[Na+]>Cl[Pd](Cl)([P](C1C=CC=CC=1)(C1C=CC=CC=1)C1C=CC=CC=1)[P](C1C=CC=CC=1)(C1C=CC=CC=1)C1C=CC=CC=1.C1(C)C=CC=CC=1.C(O)C.O>[F:33][C:34]1[CH:35]=[C:36]([CH:54]=[CH:55][CH:56]=1)[CH2:37][N:38]1[C:42]([CH3:43])=[C:41]([C:2]2[C:10]3[C:5](=[N:6][CH:7]=[C:8]([C:11]4[CH:16]=[CH:15][C:14]([N:17]5[CH2:22][CH2:21][O:20][CH2:19][CH2:18]5)=[CH:13][CH:12]=4)[CH:9]=3)[N:4]([S:23]([C:26]3[CH:32]=[CH:31][C:29]([CH3:30])=[CH:28][CH:27]=3)(=[O:25])=[O:24])[CH:3]=2)[C:40]([CH3:53])=[N:39]1 |f:2.3.4,6.7.8,^1:65,84|. Procedure: Using similar reaction conditions as described in step-ii of example-1, 4-(4-(3-iodo-1-tosyl-1H-pyrrolo[2,3-b]pyridin-5-yl)phenyl)morpholine (intermediate 43) (150 mg, 0.268 mmol) was coupled with 1-(3-fluorobenzyl)-3,5-dimethyl-4-(4,4,5,5-tetramethyl-1,3,2-dioxaborolan-2-yl)-1H-pyrazole (intermediate 16) (133 mg, 0.402 mmol) in sodium carbonate (86 mg, 0.805 mmol), Pd(PPh3)2Cl2 (10 mg, 0.0134 mmol), Toluene/ethanol/water (5/5/5 ml) to afford 100 mg (58.82% yield) of titled compound. MS: m/z=636... The reactants are [Al+3], C[Si](C)(C)C#N, COc1ccc2c(c1OC)CCCC2=O, [Cl-], [Cl-], [Cl-], c1ccccc1. Yields the product COc1ccc2c(c1OC)CCC=C2C#N. RXN SMILES: [Al+3:23].[CH3:16][Si:17]([CH3:18])([CH3:19])[C:20]#[N:21].[CH3:1][O:2][c:3]1[c:4]2[c:9]([cH:10][cH:11][c:12]1[O:13][CH3:14])[C:8](=[O:15])[CH2:7][CH2:6][CH2:5]2.[Cl-:22].[Cl-:24].[Cl-:25].[cH:26]1[cH:27][cH:28][cH:29][cH:30][cH:31]1>>[CH3:1][O:2][c:3]1[c:4]2[c:9]([cH:10][cH:11][c:12]1[O:13][CH3:14])[C:8]([C:20]#[N:21])=[CH:7][CH2:6][CH2:5]2. The reactants are N1C(=NC2=NC=CC=C21)CC2CCC(CC2)C(=O)O (4-(1H-imidazo[4,5-b]pyridin-2-ylmethyl)-cyclohexanecarboxylic acid), C(CCl)Cl (EDC), C1=CC2=C(N=C1)N(N=N2)O (HOAt), FC1=C(CN)C=CC=C1 (2-fluorobenzylamine). Run in CN(C)C=O (DMF). Run at time 1 hour. Yields the product FC1=C(CNC(=O)[C@@H]2CC[C@@H](CC2)CC=2NC=3C(=NC=CC3)N2)C=CC=C1 (cis 4-(1H-imidazo[4,5-b]pyridin-2-ylmethyl)-cyclohexanecarboxylic acid 2-fluoro-benzylamide). As a reaction SMILES: [NH:1]1[C:9]2[C:4](=[N:5][CH:6]=[CH:7][CH:8]=2)[N:3]=[C:2]1[CH2:10][CH:11]1[CH2:16][CH2:15][CH:14]([C:17]([OH:19])=O)[CH2:13][CH2:12]1.C(Cl)CCl.C1C=NC2N(O)N=NC=2C=1.[F:34][C:35]1[CH:42]=[CH:41][CH:40]=[CH:39][C:36]=1[CH2:37][NH2:38]>CN(C=O)C>[F:34][C:35]1[CH:42]=[CH:41][CH:40]=[CH:39][C:36]=1[CH2:37][NH:38][C:17]([C@H:14]1[CH2:13][CH2:12][C@@H:11]([CH2:10][C:2]2[NH:1][C:9]3[C:4]([N:3]=2)=[N:5][CH:6]=[CH:7][CH:8]=3)[CH2:16][CH2:15]1)=[O:19]. Procedure details: To a solution of 4-(1H-imidazo[4,5-b]pyridin-2-ylmethyl)-cyclohexanecarboxylic acid (Compound AAB) (275 mg, 1.05 mmol), EDC (200 mg, 1.05 mmol) and HOAt (142 mg, 1.05 mmol) in anhydrous DMF (4 mL) was added 2-fluorobenzylamine (131 mg, 1.05 mmol) and the resulting reaction mixture was stirred for 1 h. The reaction mixture was partitioned between saturated aqueous NaHCO3 and EtOAc and the organic layer washed 2× with water. The EtOAc was dried with MgSO4 and concentrated to give a yellow solid. P... Reactants: ClC(Cl)(Cl)Cl, CC(C)(C)C(=O)COc1ccc(Cl)cc1, O=S(=O)(Cl)Cl. The product is CC(C)(C)C(=O)C(Cl)Oc1ccc(Cl)cc1. RXN SMILES: [C:21]([Cl:22])([Cl:23])([Cl:24])[Cl:25].[Cl:1][c:2]1[cH:3][cH:4][c:5]([O:6][CH2:7][C:8]([C:9]([CH3:10])([CH3:11])[CH3:12])=[O:13])[cH:14][cH:15]1.[S:16]([Cl:17])(=[O:18])([Cl:19])=[O:20]>>[Cl:1][c:2]1[cH:3][cH:4][c:5]([O:6][CH:7]([C:8]([C:9]([CH3:10])([CH3:11])[CH3:12])=[O:13])[Cl:19])[cH:14][cH:15]1. Starting materials: water acetic acetate, ClC1=C(C(=NC=N1)CN1C(=NC=C1)C1=NC(=CC=C1)F)CCC (6-chloro-4-[2-(6-fluoro-pyridin-2-yl)-imidazol-1-ylmethyl]-5-propyl-pyrimidine), C[O-].[Na+] (sodium methoxide), C(C)(=O)O (Acetic acid). The solvent is CO (methanol). The product is FC1=CC=CC(=N1)C=1N(C=CN1)CC1=NC=NC(=C1CCC)OC (4-[2-(6-Fluoro-pyridin-2-yl)-imidazol-1-ylmethyl]-6-methoxy-5-propyl-pyrimidine). Reaction SMILES: Cl[C:2]1[N:7]=[CH:6][N:5]=[C:4]([CH2:8][N:9]2[CH:13]=[CH:12][N:11]=[C:10]2[C:14]2[CH:19]=[CH:18][CH:17]=[C:16]([F:20])[N:15]=2)[C:3]=1[CH2:21][CH2:22][CH3:23].C[O-].[Na+].[C:27](O)(=[O:29])C>CO>[F:20][C:16]1[N:15]=[C:14]([C:10]2[N:9]([CH2:8][C:4]3[C:3]([CH2:21][CH2:22][CH3:23])=[C:2]([O:29][CH3:27])[N:7]=[CH:6][N:5]=3)[CH:13]=[CH:12][N:11]=2)[CH:19]=[CH:18][CH:17]=1 |f:1.2|. Procedure: A solution of 6-chloro-4-[2-(6-fluoro-pyridin-2-yl)-imidazol-1-ylmethyl]-5-propyl-pyrimidine (0.23 mmol), sodium methoxide (0.46 mmol) in methanol (5 mL) is stirred at ROOM TEMPERATURE under N2 overnight. Acetic acid (0.23 mmol) is added, followed by water/acetic acetate work-up. On drying, the solvent is removed in vacuo. Preparative TLC separation gives the title compound. LC-MS (M+1) 328.2 (retention time: 1.01 min). The reactants are OCc1cccc(Br)n1, CC#N, Nc1ccncc1. The product is OCc1cccc(Nc2ccncc2)n1. RXN SMILES: [Br:8][c:9]1[cH:10][cH:11][cH:12][c:13]([CH2:15][OH:16])[n:14]1.[CH3:17][C:18]#[N:19].[NH2:1][c:2]1[cH:3][cH:4][n:5][cH:6][cH:7]1>>[NH:1]([c:2]1[cH:3][cH:4][n:5][cH:6][cH:7]1)[c:9]1[cH:10][cH:11][cH:12][c:13]([CH2:15][OH:16])[n:14]1.